Dataset: the Open Reaction Database (ORD), a public repository of structured organic reaction records. Task: describe an organic reaction: reactants, conditions, products, and yield Starting materials: [BH4-].[Li+] (lithium borohydride), C(C)OC([C@@H](C)OC1=NC(=NC(=C1)NS(=O)(=O)C)SCC1=C(C(=CC=C1)F)F)=O (2-[[2-[[(2,3-difluorophenyl)methyl]thio]-6-[(methylsulfonyl)amino]-4-pyrimidinyl]oxy]-(2R)-propanoic acid ethyl ester), product. Solvent: C1CCOC1 (THF), C1CCOC1 (THF). Product: CCOCC.CCCC(C)C (ether iso-hexane), FC1=C(C=CC=C1F)CSC1=NC(=CC(=N1)NS(=O)(=O)C)O[C@@H](CO)C (N-[2-[[(2,3-difluorophenyl)methyl]thio]-6-[(1R)-2-hydroxy-1-methylethoxy]-4-pyrimidinyl]-methanesulfonamide). Reaction SMILES: [CH2:1]([O:3][C:4](=O)[C@H:5]([O:7][C:8]1[CH:13]=[C:12]([NH:14][S:15]([CH3:18])(=[O:17])=[O:16])[N:11]=[C:10]([S:19][CH2:20][C:21]2[CH:26]=[CH:25][CH:24]=[C:23]([F:27])[C:22]=2[F:28])[N:9]=1)[CH3:6])[CH3:2].[BH4-].[Li+]>C1COCC1>[CH3:2][CH2:1][O:3][CH2:4][CH3:5].[CH3:24][CH2:23][CH2:22][CH:21]([CH3:26])[CH3:20].[F:28][C:22]1[C:23]([F:27])=[CH:24][CH:25]=[CH:26][C:21]=1[CH2:20][S:19][C:10]1[N:11]=[C:12]([NH:14][S:15]([CH3:18])(=[O:17])=[O:16])[CH:13]=[C:8]([O:7][C@H:5]([CH3:6])[CH2:4][OH:3])[N:9]=1 |f:1.2,4.5|. Reported procedure: The title compound was prepared according to the procedure outlined in example 24 using a mixture of 2-[[2-[[(2,3-difluorophenyl)methyl]thio]-6-[(methylsulfonyl)amino]-4-pyrimidinyl]oxy]-(2R)-propanoic acid ethyl ester, (the product of step i) (0.28 g), THF (8 mL) and 2M lithium borohydride in THF (1.3 mL). Purification was by reverse phase HPLC (symmetry as the stationary phase and TFA/acetonitrile as the mobile phase). The resulting oil was triturated with toluene, DCM, then ether/iso-hexane t... The reactants are CC=CCBr, C[O-], [Na+], O, CCOC(=O)CNC(=O)Nc1ccc(C(C)=NO)cc1. The product is CC=CCON=C(C)c1ccc(NC(=O)NCC(=O)OCC)cc1. Reaction SMILES: [CH2:24]([CH:25]=[CH:26][CH3:27])[Br:28].[CH3:21][O-:22].[Na+:23].[OH2:29].[OH:1][N:2]=[C:3]([CH3:4])[c:5]1[cH:6][cH:7][c:8]([NH:11][C:12](=[O:13])[NH:14][CH2:15][C:16](=[O:17])[O:18][CH2:19][CH3:20])[cH:9][cH:10]1>>[O:1]([N:2]=[C:3]([CH3:4])[c:5]1[cH:6][cH:7][c:8]([NH:11][C:12](=[O:13])[NH:14][CH2:15][C:16](=[O:17])[O:18][CH2:19][CH3:20])[cH:9][cH:10]1)[CH2:24][CH:25]=[CH:26][CH3:27]. The reactants are N1=CC=C(C=C1)C=O (4-pyridinecarboxaldehyde), C(C)OC(=O)C(N=P(C1=CC=CC=C1)(C1=CC=CC=C1)C1=CC=CC=C1)=CC=CC1=CC=C(C=C1)CC (3-ethoxycarbonyl-1,1,1-triphenyl-6-(4-ethylphenyl)-2-aza-1λ5-phosphahexa-1,3,5-triene), C(C)OC(=O)C(N=P(C1=CC=CC=C1)(C1=CC=CC=C1)C1=CC=CC=C1)=CC=CC1=CC=C(C=C1)CC (3-ethoxycarbonyl-1,1,1-triphenyl-6-(4-ethylphenyl)-2-aza-1λ5-phosphahexa-1,3,5-triene). The solvent is C(C)#N (acetonitrile). Yields the product C(C)C1=CC=C(C=C1)C=1C(=NC(=CC1)C(=O)OCC)C1=CC=NC=C1 (Ethyl 3-(4-Ethylphenyl)-[2,4′]-bipyridinyl-6-carboxylate). Reaction SMILES: [N:1]1[CH:6]=[CH:5][C:4]([CH:7]=O)=[CH:3][CH:2]=1.[CH2:9]([O:11][C:12]([C:14](=[CH:35][CH:36]=[CH:37][C:38]1[CH:43]=[CH:42][C:41]([CH2:44][CH3:45])=[CH:40][CH:39]=1)[N:15]=P(C1C=CC=CC=1)(C1C=CC=CC=1)C1C=CC=CC=1)=[O:13])[CH3:10]>C(#N)C>[CH2:44]([C:41]1[CH:40]=[CH:39][C:38]([C:37]2[C:7]([C:4]3[CH:3]=[CH:2][N:1]=[CH:6][CH:5]=3)=[N:15][C:14]([C:12]([O:11][CH2:9][CH3:10])=[O:13])=[CH:35][CH:36]=2)=[CH:43][CH:42]=1)[CH3:45]. Procedure details: Following General Procedure K, 4-pyridinecarboxaldehyde (92 mg, 0.86 mmol) and 3-ethoxycarbonyl-1,1,1-triphenyl-6-(4-ethylphenyl)-2-aza-1λ5-phosphahexa-1,3,5-triene (Compound 46, 434 mg, 0.86 mmol) in dry acetonitrile (10 ml) were reacted to produce the title compound as a yellow solid. Starting materials: CN(C(=O)N1CCN(CC1)C)C1=CC(=C(C=C1)[N+](=O)[O-])N1CCCCC1 (4-methyl-piperazine-1-carboxylic acid methyl-(4-nitro-3-piperidin-1-yl-phenyl)-amide). Reagents/catalysts: [Pd] (Pd—C). Solvent: CO (MeOH). Yields the product NC1=C(C=C(C=C1)N(C(=O)N1CCN(CC1)C)C)N1CCCCC1 (4-methyl-piperazine-1-carboxylic acid (4-amino-3-piperidin-1-yl-phenyl)-methyl-amide). Reaction SMILES: [CH3:1][N:2]([C:12]1[CH:17]=[CH:16][C:15]([N+:18]([O-])=O)=[C:14]([N:21]2[CH2:26][CH2:25][CH2:24][CH2:23][CH2:22]2)[CH:13]=1)[C:3]([N:5]1[CH2:10][CH2:9][N:8]([CH3:11])[CH2:7][CH2:6]1)=[O:4]>CO.[Pd]>[NH2:18][C:15]1[CH:16]=[CH:17][C:12]([N:2]([CH3:1])[C:3]([N:5]2[CH2:6][CH2:7][N:8]([CH3:11])[CH2:9][CH2:10]2)=[O:4])=[CH:13][C:14]=1[N:21]1[CH2:26][CH2:25][CH2:24][CH2:23][CH2:22]1. Procedure: Using a procedure similar to Example 23, step (a), 4-methyl-piperazine-1-carboxylic acid methyl-(4-nitro-3-piperidin-1-yl-phenyl)-amide (110 mg, 0.3 mmol, as prepared in the previous step) was stirred in MeOH in the presence of 5% Pd—C (65 mg) to afford crude 4-methyl-piperazine-1-carboxylic acid (4-amino-3-piperidin-1-yl-phenyl)-methyl-amide as an oil, which in a manner similar to Example 4, step (c) was coupled to 5-cyano-furan-2-carbonyl chloride (64.6 μL, 412 mmol) in the presence of DIEA (1... Reactants: C(C)(C)(C)OC(=O)N1CCC(CC1)(C)N1N(NC2=CN=C3N(C=CC3=C12)S(=O)(=O)C1=CC=CC=C1)C (4-(6-benzenesulfonyl-2-methyl-6H-1,2,3,5,6-pentaaza-as-indacen-1-yl)-4-methyl-piperidine-1-carboxylic acid tert-butyl ester). Solvent: C(Cl)Cl.C(=O)(C(F)(F)F)O (DCM TFA). Conditions: time 1 hour. Yields the product C1(=CC=CC=C1)S(=O)(=O)N1C2=NC=C3N=NN(C3=C2C=C1)C1(CCNCC1)C (6-benzenesulfonyl-1-(4-methyl-piperidine-4-yl)1,6-dihydro-1,2,3,5,6-pentaaza-as-indacene). The yield is 92.3%. RXN SMILES: C(OC([N:8]1[CH2:13][CH2:12][C:11]([N:15]2[C:26]3[C:18](=[CH:19][N:20]=[C:21]4[C:25]=3[CH:24]=[CH:23][N:22]4[S:27]([C:30]3[CH:35]=[CH:34][CH:33]=[CH:32][CH:31]=3)(=[O:29])=[O:28])[NH:17][N:16]2C)([CH3:14])[CH2:10][CH2:9]1)=O)(C)(C)C>C(Cl)Cl.C(O)(C(F)(F)F)=O>[C:30]1([S:27]([N:22]2[CH:23]=[CH:24][C:25]3[C:21]2=[N:20][CH:19]=[C:18]2[C:26]=3[N:15]([C:11]3([CH3:14])[CH2:12][CH2:13][NH:8][CH2:9][CH2:10]3)[N:16]=[N:17]2)(=[O:29])=[O:28])[CH:35]=[CH:34][CH:33]=[CH:32][CH:31]=1 |f:1.2|. Procedure details: A mixture of 4-(6-benzenesulfonyl-2-methyl-6H-1,2,3,5,6-pentaaza-as-indacen-1-yl)-4-methyl-piperidine-1-carboxylic acid tert-butyl ester (280 mg, 0.56 mmol)) in DCM/TFA was stirred for 1 hr. The solvent was evaporated under vacuum and the resulting residue purified by column chromatography (SCX-2, gradient: 0 to 50% [2M NH3 in methanol] in DCM) to afford 205 mg (93%) of 6-benzenesulfonyl-1-(4-methyl-piperidine-4-yl)1,6-dihydro-1,2,3,5,6-pentaaza-as-indacene. 1H NMR (400 MHz, DMSO): δ 9.25 (s, 1H... Starting materials: O1CCC(CC1)CCOC=1C=C(C(=O)O)C=CC1 (3-(tetrahydro-pyran-4-ylethoxy)-benzoic acid), NC1C2CC3(CC(CC1C3)C2)O (4-amino-1-hydroxyadamantane), ( M ). Product: OC12CC3C(C(CC(C1)C3)C2)NC(C2=CC(=CC=C2)OCCC2CCOCC2)=O (N-(5-Hydroxy-adamantan-2-yl)-3-[2-(tetrahydro-pyran-4-yl)-ethoxy]-benzamide). Reaction SMILES: [O:1]1[CH2:6][CH2:5][CH:4]([CH2:7][CH2:8][O:9][C:10]2[CH:11]=[C:12]([CH:16]=[CH:17][CH:18]=2)[C:13]([OH:15])=O)[CH2:3][CH2:2]1.[NH2:19][CH:20]1[CH:27]2[CH2:28][C:23]3([OH:30])[CH2:24][CH:25]([CH2:29][CH:21]1[CH2:22]3)[CH2:26]2>>[OH:30][C:23]12[CH2:28][CH:27]3[CH2:26][CH:25]([CH2:29][CH:21]([CH:20]3[NH:19][C:13](=[O:15])[C:12]3[CH:16]=[CH:17][CH:18]=[C:10]([O:9][CH2:8][CH2:7][CH:4]4[CH2:3][CH2:2][O:1][CH2:6][CH2:5]4)[CH:11]=3)[CH2:22]1)[CH2:24]2. Procedure: Prepared from 3-(tetrahydro-pyran-4-ylethoxy)-benzoic acid and 4-amino-1-hydroxyadamantane. LC-MS (m/z): 400 (M). Reactants: N(=O)[O-].[Na+] (sodium nitrite), Cl.NC1=CC=C(C[C@@H]2NC(OC2)=O)C=C1 ((S)-4-(4-Aminobenzyl)-1,3-oxazolidin-2-one hydrochloride), [Sn](Cl)Cl (tin (II) chloride), Cl (HCl), Cl (HCl). Solvent: O (water), O (water). Conditions: temperature -5 celsius, time 30 minute. Product: Cl.N(N)C1=CC=C(C[C@@H]2NC(OC2)=O)C=C1 ((S)-4-(4-Hydrazinobenzyl)-1,3-oxazolidin-2-one hydrochloride). Isolated yield 114.0%. RXN SMILES: Cl.[NH2:2][C:3]1[CH:15]=[CH:14][C:6]([CH2:7][C@H:8]2[CH2:12][O:11][C:10](=[O:13])[NH:9]2)=[CH:5][CH:4]=1.Cl.[N:17]([O-])=O.[Na+].[Sn](Cl)[Cl:22]>O>[ClH:22].[NH:2]([C:3]1[CH:15]=[CH:14][C:6]([CH2:7][C@H:8]2[CH2:12][O:11][C:10](=[O:13])[NH:9]2)=[CH:5][CH:4]=1)[NH2:17] |f:0.1,3.4,7.8|. Reported procedure: The product from step (d) (0.79 g) was suspended in water (4.8 ml) and c.HCl (8.1 ml) added dropwise. The resulting mixture was cooled to -5° C. and a solution of sodium nitrite (0.24 g) in water (2.4 ml) added dropwise to the stirred mixture over 15 minutes followed by 30 minutes' stirring at -5° to 0° C. The solution was then added at 0° C. over 15 minutes to a stirred solution of tin (II) chloride (3.8 g) in c.HCl (6.9 ml), followed by 3 hours' stirring at room temperature. The solution was e...